Task: describe an organic reaction: reactants, conditions, products, and yield. Dataset: the Open Reaction Database (ORD), a public repository of structured organic reaction records Reactants: NC1=C(C=C(C(=C1)F)Cl)C(=O)C1=CC=CC=C1 ((2-Amino-5-chloro-4-fluoro-phenyl)-phenyl-methanone), C(C)C(C(CC#N)=O)CC (4-Ethyl-3-oxo-hexanenitrile). Yields the product ClC=1C=C2C(=C(C(=NC2=CC1F)C(CC)CC)C#N)C1=CC=CC=C1 (6-Chloro-2-(1-ethyl-propyl)-7-fluoro-4-phenyl-quinoline-3-carbonitrile). Reaction SMILES: [NH2:1][C:2]1[CH:7]=[C:6]([F:8])[C:5]([Cl:9])=[CH:4][C:3]=1[C:10]([C:12]1[CH:17]=[CH:16][CH:15]=[CH:14][CH:13]=1)=O.[CH2:18]([CH:20]([CH2:26][CH3:27])[C:21](=O)[CH2:22][C:23]#[N:24])[CH3:19]>>[Cl:9][C:5]1[CH:4]=[C:3]2[C:2](=[CH:7][C:6]=1[F:8])[N:1]=[C:21]([CH:20]([CH2:26][CH3:27])[CH2:18][CH3:19])[C:22]([C:23]#[N:24])=[C:10]2[C:12]1[CH:17]=[CH:16][CH:15]=[CH:14][CH:13]=1. Reported procedure: The title compound was prepared in analogy to example 101 step B from (2-amino-5-chloro-4-fluoro-phenyl)-phenyl-methanone (prepared as described in example 105 step D) and 4-ethyl-3-oxo-hexanenitrile (prepared as described in example 101 step A). Off-white solid. MS (ESI): 353.4 (M+H)+. The reactants are CCc1ccc(C(O)COc2ccc(C=O)cc2)nc1, ClC(Cl)Cl, O, O=S(Cl)Cl. Yields the product CCc1ccc(C(Cl)COc2ccc(C=O)cc2)nc1. As a reaction SMILES: [CH2:1]([CH3:2])[c:3]1[cH:4][cH:5][c:6]([CH:9]([CH2:10][O:11][c:12]2[cH:13][cH:14][c:15]([CH:16]=[O:17])[cH:18][cH:19]2)[OH:20])[n:7][cH:8]1.[CH:26]([Cl:27])([Cl:28])[Cl:29].[OH2:25].[S:21]([Cl:22])([Cl:23])=[O:24]>>[CH2:1]([CH3:2])[c:3]1[cH:4][cH:5][c:6]([CH:9]([CH2:10][O:11][c:12]2[cH:13][cH:14][c:15]([CH:16]=[O:17])[cH:18][cH:19]2)[Cl:23])[n:7][cH:8]1. Starting materials: CCC(Br)CC, CN(C)C=O, [H-], Cc1cc(C)c(-c2cn(C)c3nc(N)n(C)c(=O)c23)c(C)c1, [Na+], O. Yields the product CCC(CC)Nc1nc2c(c(-c3c(C)cc(C)cc3C)cn2C)c(=O)n1C. As a reaction SMILES: [Br:25][CH:26]([CH2:27][CH3:28])[CH2:29][CH3:30].[CH3:31][N:32]([CH3:33])[CH:34]=[O:35].[H-:23].[NH2:1][c:2]1[n:3]([CH3:22])[c:4](=[O:21])[c:5]2[c:6]([n:7]1)[n:8]([CH3:20])[cH:9][c:10]2-[c:11]1[c:12]([CH3:19])[cH:13][c:14]([CH3:18])[cH:15][c:16]1[CH3:17].[Na+:24].[OH2:36]>>[NH:1]([c:2]1[n:3]([CH3:22])[c:4](=[O:21])[c:5]2[c:6]([n:7]1)[n:8]([CH3:20])[cH:9][c:10]2-[c:11]1[c:12]([CH3:19])[cH:13][c:14]([CH3:18])[cH:15][c:16]1[CH3:17])[CH:26]([CH2:27][CH3:28])[CH2:29][CH3:30]. The reactants are C(CC)NC(=O)N(NC(=O)OC(C)(C)C)CC1=CC=CC=C1 (2-(Propylaminocarbonyl)-2-(phenylmethyl)hydrazine carboxylic acid, 1,1-dimethylethyl ester), CS(=O)(=O)O (Methanesulfonic acid). The solvent is ClCCl (dichloromethane). Conditions: time 8 hour. The product is CS(=O)(=O)O.C(CC)NC(=O)N(N)CC1=CC=CC=C1 (N-Propyl-1-phenylmethylhydrazine carboxamide methanesulfonate), crude white solid. Isolated yield 107.0%. Reaction SMILES: [CH2:1]([NH:4][C:5]([N:7]([CH2:16][C:17]1[CH:22]=[CH:21][CH:20]=[CH:19][CH:18]=1)[NH:8]C(OC(C)(C)C)=O)=[O:6])[CH2:2][CH3:3].[CH3:23][S:24]([OH:27])(=[O:26])=[O:25]>ClCCl>[CH3:23][S:24]([OH:27])(=[O:26])=[O:25].[CH2:1]([NH:4][C:5]([N:7]([CH2:16][C:17]1[CH:18]=[CH:19][CH:20]=[CH:21][CH:22]=1)[NH2:8])=[O:6])[CH2:2][CH3:3] |f:3.4|. Procedure: 2-(Propylaminocarbonyl)-2-(phenylmethyl)hydrazine carboxylic acid, 1,1-dimethylethyl ester (2.33 g, 7.58 mmol) was dissolved in dichloromethane (25 mL). Methanesulfonic acid (615 μL, 9.48 mmol) was added in one portion and the solution was allowed to stir at rt overnight. The solution was heated to reflux for 8 h, then concentrated to afford the title compound as a crude white solid (2.47 g, 107%): mp 78.1-82.9° C.; 1H NMR (DMSO-d6) δ 9.7 (br s, 3H), 7.61 (br s, 1H), 7.38 (t, 1H, J=8 Hz), 7.32 (... Starting materials: CS(=O)(=O)c1ccc(C(CC2CCOCC2)C(=O)Nc2nccs2)cc1, ClC(Cl)(Cl)Cl, O=C1CCC(=O)N1Br. The product is CS(=O)(=O)c1ccc(C(CC2CCOCC2)C(=O)Nc2ncc(Br)s2)cc1. Reaction SMILES: [CH3:1][S:2](=[O:3])(=[O:4])[c:5]1[cH:6][cH:7][c:8]([CH:11]([C:12](=[O:13])[NH:14][c:15]2[s:16][cH:17][cH:18][n:19]2)[CH2:20][CH:21]2[CH2:22][CH2:23][O:24][CH2:25][CH2:26]2)[cH:9][cH:10]1.[Cl:35][C:36]([Cl:37])([Cl:38])[Cl:39].[O:27]=[C:28]1[N:29]([Br:34])[C:30](=[O:31])[CH2:32][CH2:33]1>>[CH3:1][S:2](=[O:3])(=[O:4])[c:5]1[cH:6][cH:7][c:8]([CH:11]([C:12](=[O:13])[NH:14][c:15]2[s:16][c:17]([Br:34])[cH:18][n:19]2)[CH2:20][CH:21]2[CH2:22][CH2:23][O:24][CH2:25][CH2:26]2)[cH:9][cH:10]1.